Dataset: the Open Reaction Database (ORD), a public repository of structured organic reaction records. Task: describe an organic reaction: reactants, conditions, products, and yield Reactants: CC(C)=CCBr, COc1ccc(S(=O)(=O)NCC(=O)OC(C)(C)C)cc1, C[Si](C)(C)[N-][Si](C)(C)C, CN(C)C=O, [Na+], C1CCOC1. Product: COc1ccc(S(=O)(=O)N(CC=C(C)C)CC(=O)OC(C)(C)C)cc1. As a reaction SMILES: [Br:31][CH2:32][CH:33]=[C:34]([CH3:35])[CH3:36].[C:1]([CH3:2])([CH3:3])([CH3:4])[O:5][C:6]([CH2:7][NH:8][S:9](=[O:10])(=[O:11])[c:12]1[cH:13][cH:14][c:15]([O:18][CH3:19])[cH:16][cH:17]1)=[O:20].[CH3:21][Si:22]([N-:23][Si:24]([CH3:25])([CH3:26])[CH3:27])([CH3:28])[CH3:29].[CH3:37][N:38]([CH3:39])[CH:40]=[O:41].[Na+:30].[O:42]1[CH2:43][CH2:44][CH2:45][CH2:46]1>>[C:1]([CH3:2])([CH3:3])([CH3:4])[O:5][C:6]([CH2:7][N:8]([S:9](=[O:10])(=[O:11])[c:12]1[cH:13][cH:14][c:15]([O:18][CH3:19])[cH:16][cH:17]1)[CH2:32][CH:33]=[C:34]([CH3:35])[CH3:36])=[O:20]. Reactants: CO, [N-]=[N+]=NCC(=O)N(c1ccccc1)C1CCCCC1. The product is NCC(=O)N(c1ccccc1)C1CCCCC1. RXN SMILES: [CH3:20][OH:21].[N:1](=[N+:2]=[N-:3])[CH2:4][C:5](=[O:6])[N:7]([c:8]1[cH:9][cH:10][cH:11][cH:12][cH:13]1)[CH:14]1[CH2:15][CH2:16][CH2:17][CH2:18][CH2:19]1>>[NH2:1][CH2:4][C:5](=[O:6])[N:7]([c:8]1[cH:9][cH:10][cH:11][cH:12][cH:13]1)[CH:14]1[CH2:15][CH2:16][CH2:17][CH2:18][CH2:19]1.